This data is from the Open Reaction Database (ORD), a public repository of structured organic reaction records. The task is: describe an organic reaction: reactants, conditions, products, and yield Starting materials: ClC=1C=NC=C(C(=NO)Cl)C1 (5-Chloro-N-hydroxynicotinimidoyl chloride), ClC1=CC(=CC=C1)C#C (1-chloro-3-ethynylbenzene), N (NH3). The product is ClC=1C=C(C=CC1)C1=CC(=NO1)C=1C=NC=C(C1)Cl (5-(3-Chlorophenyl)-3-(5-chloropyridin-3-yl)isoxazole). As a reaction SMILES: [Cl:1][C:2]1[CH:3]=[N:4][CH:5]=[C:6]([CH:11]=1)[C:7](Cl)=[N:8][OH:9].[Cl:12][C:13]1[CH:18]=[CH:17][CH:16]=[C:15]([C:19]#[CH:20])[CH:14]=1.N>>[Cl:12][C:13]1[CH:14]=[C:15]([C:19]2[O:9][N:8]=[C:7]([C:6]3[CH:5]=[N:4][CH:3]=[C:2]([Cl:1])[CH:11]=3)[CH:20]=2)[CH:16]=[CH:17][CH:18]=1. Reported procedure: The titled compound was prepared according to Method CB using the product of Example 69B (57 mg, 0.3 mmol) and 1-chloro-3-ethynylbenzene (Apollo, 41 mg, 0.3 mmol). 1H NMR (300 MHz, DMSO-d6) δ 7.61-7.68 (m, 2H), 7.85-7.89 (m, 1H), 7.90 (s, 1H), 7.96-8.00 (m, 1H), 8.43 (t, J=2.1 Hz, 1H), 8.81 (d, J=2.4 Hz, 1H), 9.08 (d, J=1.6 Hz, 1H) ppm; MS (DCI/NH3) m/z 291 (M+H)+, 293 (M+H)+. The reactants are FC(C(=O)OC(C(F)(F)F)=O)(F)F (trifluoroacetic anhydride), C(C1=CC=CC=C1)(=O)NC(C(=O)N(C)CC1=CC=CC=C1)C (2-Benzamido-N-benzyl-N-methylpropanamide), C([O-])([O-])=O.[Na+].[Na+] (sodium carbonate). Run in C(Cl)(Cl)Cl (chloroform). The product is C(C1=CC=CC=C1)CNC1=C(N=C(O1)C1=CC=CC=C1)C (5-(N-benzylmethylamino)-4-methyl-2-phenyloxazole). Yield: 82.8%. As a reaction SMILES: [C:1]([NH:9][CH:10]([CH3:22])[C:11]([N:13]([CH2:15][C:16]1[CH:21]=[CH:20][CH:19]=[CH:18][CH:17]=1)C)=[O:12])(=O)[C:2]1[CH:7]=[CH:6][CH:5]=[CH:4][CH:3]=1.F[C:24](F)(F)C(OC(=O)C(F)(F)F)=O.C(=O)([O-])[O-].[Na+].[Na+]>C(Cl)(Cl)Cl>[CH2:16]([CH2:15][NH:13][C:11]1[O:12][C:1]([C:2]2[CH:3]=[CH:4][CH:5]=[CH:6][CH:7]=2)=[N:9][C:10]=1[CH3:22])[C:21]1[CH:20]=[CH:19][CH:18]=[CH:17][CH:24]=1 |f:2.3.4|. Procedure details: 2-Benzamido-N-benzyl-N-methylpropanamide (8.0 g., 0.0269 mol.), was dissolved in dry chloroform (40 ml.) and trifluoroacetic anhydride (17.0 g., 0.0809 mol.) was added dropwise with stirring under nitrogen. The mixture was stirred for 4 hours, then sufficient anhydrous sodium carbonate was added portionwise to neutralise the acid formed. The solid was filtered off and washed with dry chloroform (2× 10 ml.). The combined filtrates were evaporated under reduced pressure to give a brown oil, which ... Starting materials: C(#N)NC(=NCCS)NCC#C (N-cyano-N'-propargyl-N"-(2-mercaptoethyl)guanidine), C(#N)NC(=NCCS)NC(C)C#C (N-cyano-N'-(3-butyn-2-yl)-N"-(2-mercaptoethyl)guanidine). The product is C(#N)NC(=NC(C)C#C)NCCSCC1=C(N=CN1)C (N-Cyano-N'-{2-[(4-methyl-5-imidazolyl)methylthio]ethyl}-N"-(3-butyn-2-yl)guanidine). RXN SMILES: C(N[C:4]([NH:9][CH2:10][C:11]#C)=[N:5][CH2:6][CH2:7]S)#N.[C:13]([NH:15][C:16]([NH:21][CH:22]([C:24]#[CH:25])[CH3:23])=[N:17][CH2:18][CH2:19][SH:20])#[N:14]>>[C:13]([NH:15][C:16]([NH:17][CH2:18][CH2:19][S:20][CH2:11][C:10]1[NH:9][CH:4]=[N:5][C:6]=1[CH3:7])=[N:21][CH:22]([C:24]#[CH:25])[CH3:23])#[N:14]. Procedure: The general procedure of Example 1C is repeated except that the N-cyano-N'-propargyl-N"-(2-mercaptoethyl)guanidine utilized therein is replaced by an equimolar amount of N-cyano-N'-(3-butyn-2-yl)-N"-(2-mercaptoethyl)guanidine, and the title product is thereby produced. The reactants are ClCCl (dichloromethane), NS(=O)(=O)C1=CC=C(C=C1)C=1C(=NOC1C(C(=O)OCC)C)C1=CC=CC=C1 (ethyl [4-[4-(aminosulfonyl)phenyl]-3-phenylisoxazol-5-yl]propanoate), [OH-].[Na+] (sodium hydroxide), O (water). The solvent is O1CCOCC1 (dioxane). Run at time 16 hour. Product: NS(=O)(=O)C1=CC=C(C=C1)C=1C(=NOC1C(C(=O)O)C)C1=CC=CC=C1 ([4-[4-(aminosulfonyl)phenyl]-3-phenylisoxazol-5-yl]propanoic acid). Isolated yield 73.2%. RXN SMILES: [NH2:1][S:2]([C:5]1[CH:10]=[CH:9][C:8]([C:11]2[C:12]([C:23]3[CH:28]=[CH:27][CH:26]=[CH:25][CH:24]=3)=[N:13][O:14][C:15]=2[CH:16]([CH3:22])[C:17]([O:19]CC)=[O:18])=[CH:7][CH:6]=1)(=[O:4])=[O:3].[OH-].[Na+].O.ClCCl>O1CCOCC1>[NH2:1][S:2]([C:5]1[CH:6]=[CH:7][C:8]([C:11]2[C:12]([C:23]3[CH:24]=[CH:25][CH:26]=[CH:27][CH:28]=3)=[N:13][O:14][C:15]=2[CH:16]([CH3:22])[C:17]([OH:19])=[O:18])=[CH:9][CH:10]=1)(=[O:3])=[O:4] |f:1.2|. Procedure details: Ethyl [4-[4-(aminosulfonyl)phenyl]-3-phenylisoxazol-5-yl]propanoate from Step 2 (198 mg, 0.495 mmol) and aqueous sodium hydroxide (10%, 0.30 mL) were dissolved in dioxane (15 mL). The solution was heated to reflux and held for 16 hours. Upon cooling to room temperature, water (20 mL) was added, and the solution was extracted with ether (2×30 mL). The combined ethereal solution was extracted with dilute sodium hydroxide (5%, 2×30 mL). All of the aqueous phases were combined and acidified with hyd... Starting materials: COC(=O)C1=NC=CN=C1 (pyrazine carboxylate methyl ester), C(OC)COC (monoglyme), C[Si](C)(C)C(F)(F)F (trimethylsilyltrifluoromethane), [F-].[Cs+] (caesium fluoride). The solvent is CCCCCC (hexane), ClCCl (dichloromethane). Run at time 18 hour. The product is ( 18 ), FC(C(=O)C1=NC=CN=C1)(F)F (2,2,2-trifluoro-1-(pyrazin-2-yl)ethanone). RXN SMILES: CO[C:3]([C:5]1[CH:10]=[N:9][CH:8]=[CH:7][N:6]=1)=[O:4].C(COC)OC.C[Si]([C:21]([F:24])([F:23])[F:22])(C)C.[F-].[Cs+]>CCCCCC.ClCCl>[F:22][C:21]([F:24])([F:23])[C:3]([C:5]1[CH:10]=[N:9][CH:8]=[CH:7][N:6]=1)=[O:4] |f:3.4|. Procedure: A solution of pyrazine carboxylate methyl ester is dissolved in an inert solvent, for example monoglyme (dimethoxyethane). To this solution is added a mixture of trimethylsilyltrifluoromethane and dry caesium fluoride. After about 12-24 hours, at a temperature of about room temperature, the solvent is removed under reduced pressure. The residue is dissolved in a mixture of an inert solvent, for example tetrahydrofuran, and an organic acid, for example acetic acid, and the mixture is treated with... The reactants are FC1=CC2=C(C(=NO2)C2=CC=C(C=C2)OC[C@H]2OC2)C=C1 ((S)-6-fluoro-3-(4-oxiranylmethoxy-phenyl)-benzo[d]isoxazole), N1=C(C=CC=C1)N1CCNCC1 (1-pyridin-2-yl-piperazine). Run in CN(C=O)C (dimethylformamide), C(C)O (ethanol). Yields the product FC1=CC2=C(C(=NO2)C2=CC=C(OC[C@H](CN3CCN(CC3)C3=NC=CC=C3)O)C=C2)C=C1 ((S)-1-[4-(6-fluoro-benzo[d]isoxazol-3-yl)-phenoxy]-3-(4-pyridin-2-yl-piperazin-1-yl)-propan-2-ol). RXN SMILES: [F:1][C:2]1[CH:21]=[CH:20][C:5]2[C:6]([C:9]3[CH:14]=[CH:13][C:12]([O:15][CH2:16][C@@H:17]4[CH2:19][O:18]4)=[CH:11][CH:10]=3)=[N:7][O:8][C:4]=2[CH:3]=1.[N:22]1[CH:27]=[CH:26][CH:25]=[CH:24][C:23]=1[N:28]1[CH2:33][CH2:32][NH:31][CH2:30][CH2:29]1>CN(C)C=O.C(O)C>[F:1][C:2]1[CH:21]=[CH:20][C:5]2[C:6]([C:9]3[CH:10]=[CH:11][C:12]([O:15][CH2:16][C@@H:17]([OH:18])[CH2:19][N:31]4[CH2:32][CH2:33][N:28]([C:23]5[CH:24]=[CH:25][CH:26]=[CH:27][N:22]=5)[CH2:29][CH2:30]4)=[CH:13][CH:14]=3)=[N:7][O:8][C:4]=2[CH:3]=1. Reported procedure: The title compound is prepared from a mixture of (S)-6-fluoro-3-(4-oxiranylmethoxy-phenyl)-benzo[d]isoxazole in dimethylformamide and 1-pyridin-2-yl-piperazine in ethanol essentially as described above in Example 21. Purity by LC/MS=100%, [M+H]+=449. The reactants are CO, Cl, [Na+], [Na+], O=C([O-])[O-], c1ccc(C2CCCCC2N2CCC3(CC2)OCCO3)cc1. Yields the product O=C1CCN(C2CCCCC2c2ccccc2)CC1. RXN SMILES: [CH3:29][OH:30].[ClH:31].[Na+:23].[Na+:24].[O-:25][C:26](=[O:27])[O-:28].[c:1]1([CH:7]2[CH:8]([N:13]3[CH2:14][CH2:15][C:16]4([O:17][CH2:20][CH2:19][O:18]4)[CH2:21][CH2:22]3)[CH2:9][CH2:10][CH2:11][CH2:12]2)[cH:2][cH:3][cH:4][cH:5][cH:6]1>>[c:1]1([CH:7]2[CH:8]([N:13]3[CH2:14][CH2:15][C:16](=[O:17])[CH2:21][CH2:22]3)[CH2:9][CH2:10][CH2:11][CH2:12]2)[cH:2][cH:3][cH:4][cH:5][cH:6]1. Reactants: ClC1=NC=CC(=N1)C=1C(=NN2C1C=CC=C2)C=2C=C(C=CC2)NC(C2=C(C=CC=C2F)F)=O (N-{3-[3-(2-chloro-4-pyrimidinyl)pyrazolo[1,5-a]pyridin-2-yl]phenyl}-2,6-difluorobenzamide), ClC1=CC=C(N)C=C1 (4-chloroaniline). Product: C1NCCC2=CC=C(C=C12)NC1=NC=CC(=N1)C=1C(=NN2C1C=CC=C2)C=2C=C(C=CC2)NC(C2=CC=CC=C2)=O (N-(3-{3-[2-(1,2,3,4-tetrahydro-7-isoquinolinylamino)-4-pyrimidinyl]-pyrazolo[1,5-a]pyridin-2-yl}phenyl)benzamide). As a reaction SMILES: Cl[C:2]1[N:7]=[C:6]([C:8]2[C:9]([C:17]3[CH:18]=[C:19]([NH:23][C:24](=[O:33])[C:25]4[C:30](F)=[CH:29][CH:28]=[CH:27][C:26]=4F)[CH:20]=[CH:21][CH:22]=3)=[N:10][N:11]3[CH:16]=[CH:15][CH:14]=[CH:13][C:12]=23)[CH:5]=[CH:4][N:3]=1.Cl[C:35]1[CH:41]=[CH:40][C:38]([NH2:39])=[CH:37][CH:36]=1>>[CH2:2]1[C:41]2[C:35](=[CH:36][CH:37]=[C:38]([NH:39][C:2]3[N:7]=[C:6]([C:8]4[C:9]([C:17]5[CH:18]=[C:19]([NH:23][C:24](=[O:33])[C:25]6[CH:30]=[CH:29][CH:28]=[CH:27][CH:26]=6)[CH:20]=[CH:21][CH:22]=5)=[N:10][N:11]5[CH:16]=[CH:15][CH:14]=[CH:13][C:12]=45)[CH:5]=[CH:4][N:3]=3)[CH:40]=2)[CH2:5][CH2:4][NH:3]1. Procedure details: The title compound was prepared from N-{3-[3-(2-chloro-4-pyrimidinyl)pyrazolo[1,5-a]pyridin-2-yl]phenyl}-2,6-difluorobenzamide and 4-chloroaniline by a procedure similar to Example 27, Step D. 1H NMR (400 MHz, DMSO-d6) δ 6.67 (d, 1H, J=5.2 Hz), 7.18 (t, 1H, J=7.0 Hz), 7.26-7.32 (m, 4H), 7.38 (d, 1H, J=7.7 Hz), 7.49-7.66 (m, 4H), 7.73 (d, 1H, J=8.9 Hz), 7.84 (d, 1H, J=8.7 Hz), 8.06 (s, 1H), 8.35 (d, 1H, J=5.4 Hz), 8.45 (d, 1H, J=8.9 Hz), 8.90 (d, 1H, J=6.8 Hz), 9.79 (s, 1H), 10.98 (s, 1H); ESIMS ...